From a dataset of the Open Reaction Database (ORD), a public repository of structured organic reaction records. describe an organic reaction: reactants, conditions, products, and yield Reactants: CC(=O)Nc1ccc2c(N)cccc2n1, COc1ccc(F)cc1C(C)(C)CC(O)(C=O)C(F)(F)F. Product: COc1ccc(F)cc1C(C)(C)CC(O)(CNc1cccc2nc(NC(C)=O)ccc12)C(F)(F)F. RXN SMILES: [C:22]([CH3:23])(=[O:24])[NH:25][c:26]1[n:27][c:28]2[cH:29][cH:30][cH:31][c:32]([NH2:36])[c:33]2[cH:34][cH:35]1.[F:1][c:2]1[cH:3][cH:4][c:5]([O:20][CH3:21])[c:6]([C:8]([CH2:9][C:10]([CH:11]=[O:12])([C:13]([F:14])([F:15])[F:16])[OH:17])([CH3:18])[CH3:19])[cH:7]1>>[F:1][c:2]1[cH:3][cH:4][c:5]([O:20][CH3:21])[c:6]([C:8]([CH2:9][C:10]([CH2:11][NH:36][c:32]2[cH:31][cH:30][cH:29][c:28]3[n:27][c:26]([NH:25][C:22]([CH3:23])=[O:24])[cH:35][cH:34][c:33]32)([C:13]([F:14])([F:15])[F:16])[OH:17])([CH3:18])[CH3:19])[cH:7]1. Reactants: C1(=CC=CC=C1)C (toluene), C[Si](CCCC1=C(C=CC(=C1)S(=O)(=O)[O-])C)(CCCCCCCCCCCC)C (4,4-dimethyl-4-sila-n-hexadecyl-p-toluenesulphonate), C(C)OC(C1=CC=C(C=C1)N)=O (ethyl-p-aminobenzoate), CCCCCCC (Heptane), C(C)OC(C1=CC=C(C=C1)N)=O (ethyl-p-aminobenzoate). Solvent: ClCCl (dichloromethane). Yields the product C(C)OC(C1=CC=C(C=C1)NCCC[Si](CCCCCCCCCCCC)(C)C)=O (Ethyl-4-(4,4-dimethyl-4-sila-n-hexadecylamino)benzoate), ( 39 ). Reaction SMILES: [CH3:1][Si:2]([CH3:29])([CH2:17][CH2:18][CH2:19][CH2:20][CH2:21][CH2:22][CH2:23][CH2:24][CH2:25][CH2:26][CH2:27][CH3:28])[CH2:3][CH2:4][CH2:5]C1C=C(S([O-])(=O)=O)C=CC=1C.[CH2:30]([O:32][C:33](=[O:41])[C:34]1[CH:39]=[CH:38][C:37]([NH2:40])=[CH:36][CH:35]=1)[CH3:31].C1(C)C=CC=CC=1.CCCCCCC>ClCCl>[CH2:30]([O:32][C:33](=[O:41])[C:34]1[CH:39]=[CH:38][C:37]([NH:40][CH2:5][CH2:4][CH2:3][Si:2]([CH3:29])([CH3:1])[CH2:17][CH2:18][CH2:19][CH2:20][CH2:21][CH2:22][CH2:23][CH2:24][CH2:25][CH2:26][CH2:27][CH3:28])=[CH:36][CH:35]=1)[CH3:31]. Procedure: Under nitrogen, 26.8 g of 4,4-dimethyl-4-sila-n-hexadecyl-p-toluenesulphonate, mixed with 35 g (in excess) of ethyl-p-aminobenzoate is heated at 123° to 128° for 4 hrs. The hot mixture is diluted with about 120 ml. of toluene and allowed to cool. The solution is then further diluted with dichloromethane. The resulting mixture is then washed with about 50 ml. of dilute aqueous sodium hydroxide, then washed with brine, and then dried over anh. sodium sulfate, filtered, and the filtrate concentrate... Starting materials: CCO, CC1(O)CCNCC1, ClCCl, BrCc1ccc(I)cc1. The product is CC1(O)CCN(Cc2ccc(I)cc2)CC1. RXN SMILES: [CH2:18]([OH:19])[CH3:20].[CH3:10][C:11]1([OH:17])[CH2:12][CH2:13][NH:14][CH2:15][CH2:16]1.[Cl:21][CH2:22][Cl:23].[I:1][c:2]1[cH:3][cH:4][c:5]([CH2:6][Br:7])[cH:8][cH:9]1>>[I:1][c:2]1[cH:3][cH:4][c:5]([CH2:6][N:14]2[CH2:13][CH2:12][C:11]([CH3:10])([OH:17])[CH2:16][CH2:15]2)[cH:8][cH:9]1. Starting materials: N#CCNC(=O)C1CC(S(=O)(=O)c2ccccc2C(F)(F)F)CN1, Cl, O=C(O)c1ccc(F)cc1. Product: N#CCNC(=O)C1CC(S(=O)(=O)c2ccccc2C(F)(F)F)CN1C(=O)c1ccc(F)cc1. As a reaction SMILES: [C:2](#[N:3])[CH2:4][NH:5][C:6](=[O:7])[CH:8]1[NH:9][CH2:10][CH:11]([S:13](=[O:14])(=[O:15])[c:16]2[c:17]([C:22]([F:23])([F:24])[F:25])[cH:18][cH:19][cH:20][cH:21]2)[CH2:12]1.[ClH:1].[F:26][c:27]1[cH:28][cH:29][c:30]([C:31](=[O:32])[OH:33])[cH:34][cH:35]1>>[C:2](#[N:3])[CH2:4][NH:5][C:6](=[O:7])[CH:8]1[N:9]([C:31]([c:30]2[cH:29][cH:28][c:27]([F:26])[cH:35][cH:34]2)=[O:32])[CH2:10][CH:11]([S:13](=[O:14])(=[O:15])[c:16]2[c:17]([C:22]([F:23])([F:24])[F:25])[cH:18][cH:19][cH:20][cH:21]2)[CH2:12]1. The reactants are S(C#N)C=1NC=C(C1SC#N)C(C1=CC(=C(C(=C1)C(C)(C)C)O)C(C)(C)C)=O (2,3-dithiocyano-4-(3,5-di-t-butyl-4-hydroxybenzoyl)pyrrole), CI (methyl iodide). Yields the product CSC=1NC=C(C1SC)C(C1=CC(=C(C(=C1)C(C)(C)C)O)C(C)(C)C)=O (2,3-dimethylthio-4-(3,5-di-t-butyl-4-hydroxybenzoyl)pyrrole). As a reaction SMILES: [S:1]([C:4]1[NH:5][CH:6]=[C:7]([C:12](=[O:28])[C:13]2[CH:18]=[C:17]([C:19]([CH3:22])([CH3:21])[CH3:20])[C:16]([OH:23])=[C:15]([C:24]([CH3:27])([CH3:26])[CH3:25])[CH:14]=2)[C:8]=1[S:9][C:10]#N)[C:2]#N.CI>>[CH3:2][S:1][C:4]1[NH:5][CH:6]=[C:7]([C:12](=[O:28])[C:13]2[CH:18]=[C:17]([C:19]([CH3:21])([CH3:22])[CH3:20])[C:16]([OH:23])=[C:15]([C:24]([CH3:27])([CH3:26])[CH3:25])[CH:14]=2)[C:8]=1[S:9][CH3:10]. Procedure: For example, using 2,3-dithiocyano-4-(3,5-di-t-butyl-4-hydroxybenzoyl)pyrrole in this general reaction together with two molar equivalents of methyl iodide yields 2,3-dimethylthio-4-(3,5-di-t-butyl-4-hydroxybenzoyl)pyrrole (a compound according to Formula X wherein: m is 0; n is 1; R is H; and Z is H; and X and Y are each SCH3). Reactants: CC1=C(N=C(O1)C1=CC=CC=C1)COC1=CC=C(CN2N=C(C(=C2)CCCC(C(=O)OCC)C(=O)OCC)C2=CC=CC=C2)C=C1 (diethyl 2-[3-[1-[4-(5-methyl-2-phenyl-4-oxazolylmethoxy)benzyl]-3-phenyl-1H-pyrazol-4-yl]propyl]malonate), [OH-].[K+] (potassium hydroxide), Cl (hydrochloric acid). Run in C(C)O (ethanol). Conditions: temperature 110 celsius, time 2 hour. Yields the product CC1=C(N=C(O1)C1=CC=CC=C1)COC1=CC=C(CN2N=C(C(=C2)CCCCC(=O)O)C2=CC=CC=C2)C=C1 (5-[1-[4-(5-methyl-2-phenyl-4-oxazolylmethoxy)benzyl]-3-phenyl-1H-pyrazol-4-yl]pentanoic acid). Yield: 65.5%. RXN SMILES: [CH3:1][C:2]1[O:6][C:5]([C:7]2[CH:12]=[CH:11][CH:10]=[CH:9][CH:8]=2)=[N:4][C:3]=1[CH2:13][O:14][C:15]1[CH:46]=[CH:45][C:18]([CH2:19][N:20]2[CH:24]=[C:23]([CH2:25][CH2:26][CH2:27][CH:28](C(OCC)=O)[C:29]([O:31]CC)=[O:30])[C:22]([C:39]3[CH:44]=[CH:43][CH:42]=[CH:41][CH:40]=3)=[N:21]2)=[CH:17][CH:16]=1.[OH-].[K+].Cl>C(O)C>[CH3:1][C:2]1[O:6][C:5]([C:7]2[CH:12]=[CH:11][CH:10]=[CH:9][CH:8]=2)=[N:4][C:3]=1[CH2:13][O:14][C:15]1[CH:46]=[CH:45][C:18]([CH2:19][N:20]2[CH:24]=[C:23]([CH2:25][CH2:26][CH2:27][CH2:28][C:29]([OH:31])=[O:30])[C:22]([C:39]3[CH:40]=[CH:41][CH:42]=[CH:43][CH:44]=3)=[N:21]2)=[CH:17][CH:16]=1 |f:1.2|. Procedure details: A mixture of diethyl 2-[3-[1-[4-(5-methyl-2-phenyl-4-oxazolylmethoxy)benzyl]-3-phenyl-1H-pyrazol-4-yl]propyl]malonate (1.56 g), 4N aqueous potassium hydroxide solution (5 ml) and ethanol (10 ml) was refluxed for 30 minutes. The reaction mixture was acidified with dilute hydrochloric acid, which was extracted with ethyl acetate. The ethyl acetate layer was washed with saturated aqueous sodium chloride solution, dried (MgSO4), then concentrated. A mixture of the residue and pyridine (10 ml) was st...